This data is from the Open Reaction Database (ORD), a public repository of structured organic reaction records. The task is: describe an organic reaction: reactants, conditions, products, and yield The reactants are [Cl-].O[NH3+] (hydroxylammonium chloride), C(O)([O-])=O.[Na+] (sodium hydrogen carbonate), CS(=O)C (dimethyl sulfoxide), C(CCC)C=1N=C(N(C(C1CC1=CC=C(C=C1)C=1C(=CC=CC1)C#N)=O)C1=CC=C(C=C1)Cl)C (4′-{[4-butyl-1-(4-chlorophenyl)-2-methyl-6-oxo-1,6-dihydropyrimidin-5-yl]methyl}biphenyl-2-carbonitrile). Solvent: O (water), C(C)(=O)OCC (ethyl acetate). Run at temperature 40 celsius, time 30 minute. Yields the product C(CCC)C1=C(C(N(C(=N1)C)C1=CC=C(C=C1)Cl)=O)CC1=CC=C(C=C1)C1=C(C=CC=C1)C1=NOC(N1)=O (6-butyl-3-(4-chlorophenyl)-2-methyl-5-{[2′-(5-oxo-4,5-dihydro-1,2,4-oxadiazol-3-yl)biphenyl-4-yl]methyl}pyrimidin-4(3H)-one). The yield is 54.8%. RXN SMILES: [Cl-].O[NH3+:3].[C:4](=[O:7])([O-])[OH:5].[Na+].CS(C)=O.[CH2:13]([C:17]1[N:18]=[C:19]([CH3:46])[N:20]([C:39]2[CH:44]=[CH:43][C:42]([Cl:45])=[CH:41][CH:40]=2)[C:21](=[O:38])[C:22]=1[CH2:23][C:24]1[CH:29]=[CH:28][C:27]([C:30]2[C:31]([C:36]#[N:37])=[CH:32][CH:33]=[CH:34][CH:35]=2)=[CH:26][CH:25]=1)[CH2:14][CH2:15][CH3:16]>O.C(OCC)(=O)C>[CH2:13]([C:17]1[N:18]=[C:19]([CH3:46])[N:20]([C:39]2[CH:44]=[CH:43][C:42]([Cl:45])=[CH:41][CH:40]=2)[C:21](=[O:38])[C:22]=1[CH2:23][C:24]1[CH:25]=[CH:26][C:27]([C:30]2[CH:35]=[CH:34][CH:33]=[CH:32][C:31]=2[C:36]2[NH:3][C:4](=[O:7])[O:5][N:37]=2)=[CH:28][CH:29]=1)[CH2:14][CH2:15][CH3:16] |f:0.1,2.3|. Procedure: A mixture of hydroxylammonium chloride (0.81 g), sodium hydrogen carbonate (1.23 g) and dimethyl sulfoxide (7 mL) was stirred at 40° C. for 30 min, 4′-{[4-butyl-1-(4-chlorophenyl)-2-methyl-6-oxo-1,6-dihydropyrimidin-5-yl]methyl}biphenyl-2-carbonitrile (0.68 g) was added, and the mixture was stirred at 90° C. for 18 hr. The reaction mixture was allowed to cool to room temperature, ethyl acetate and water were added, and the mixture was extracted with ethyl acetate. The organic layer was washed wi... Reactants: C(C)(C)(C)OC(=O)N1C(CCCC1)CCOC1=C(C(NC2=CC(=C(C=C12)NC(=O)C1CC1)Cl)=O)C1=CC(=CC(=C1)C)C (2-{2-[7-chloro-6-(cyclopropanecarbonylamino)-3-(3,5-dimethylphenyl)-2-oxo-1,2-dihydroquinolin-4-yloxy]-ethyl}-piperidine-1-carboxylic acid tert-butyl ester). The solvent is FC(C(=O)O)(F)F (trifluoroacetic acid), C1(=CC=CC=C1)OC (anisole). Reaction conditions: time 1 hour. The product is ClC1=C(C=C2C(=C(C(NC2=C1)=O)C1=CC(=CC(=C1)C)C)OCCC1NCCCC1)NC(=O)C1CC1 (Cyclopropanecarboxylic acid [7-chloro-3-(3,5-dimethylphenyl)-2-oxo-4-(2-piperidin-2-yl-ethoxy)-1,2-dihydroquinolin-6-yl]-amide). Reaction SMILES: C(OC([N:8]1[CH2:13][CH2:12][CH2:11][CH2:10][CH:9]1[CH2:14][CH2:15][O:16][C:17]1[C:26]2[C:21](=[CH:22][C:23]([Cl:33])=[C:24]([NH:27][C:28]([CH:30]3[CH2:32][CH2:31]3)=[O:29])[CH:25]=2)[NH:20][C:19](=[O:34])[C:18]=1[C:35]1[CH:40]=[C:39]([CH3:41])[CH:38]=[C:37]([CH3:42])[CH:36]=1)=O)(C)(C)C>FC(F)(F)C(O)=O.C1(OC)C=CC=CC=1>[Cl:33][C:23]1[CH:22]=[C:21]2[C:26]([C:17]([O:16][CH2:15][CH2:14][CH:9]3[CH2:10][CH2:11][CH2:12][CH2:13][NH:8]3)=[C:18]([C:35]3[CH:36]=[C:37]([CH3:42])[CH:38]=[C:39]([CH3:41])[CH:40]=3)[C:19](=[O:34])[NH:20]2)=[CH:25][C:24]=1[NH:27][C:28]([CH:30]1[CH2:31][CH2:32]1)=[O:29]. Procedure: A solution of 2-{2-[7-chloro-6-(cyclopropanecarbonylamino)-3-(3,5-dimethylphenyl)-2-oxo-1,2-dihydroquinolin-4-yloxy]-ethyl}-piperidine-1-carboxylic acid tert-butyl ester (80 mg in a mixture of 8 mL trifluoroacetic acid and 0.03 mL anisole) was stirred at room temperature for 1 hour. The mixture was then concentrated in vacuo, resolvated in methylene chloride and washed with saturated sodium bicarbonate. The concentrated organics were purified by flash chromatography on silica gel (methylene chlo... Starting materials: C=COC, COC(=CC(F)(F)F)CC(F)(F)F, O, O=S(=O)(O)O. The product is O=C(CC(F)(F)F)CC(F)(F)F. RXN SMILES: [CH3:1][O:2][CH:3]=[CH2:4].[CH3:5][O:6][C:7](=[CH:8][C:9]([F:10])([F:11])[F:12])[CH2:13][C:14]([F:15])([F:16])[F:17].[OH2:23].[S:18](=[O:19])(=[O:20])([OH:21])[OH:22]>>[O:6]=[C:7]([CH2:8][C:9]([F:10])([F:11])[F:12])[CH2:13][C:14]([F:15])([F:16])[F:17]. The reactants are C(C1=CC=CC=C1)N (benzylamine), FC(C1OC1)(F)F (2-(trifluoromethyl)oxirane). Yields the product C(C1=CC=CC=C1)NCC(C(F)(F)F)O (3-(benzylamino)-1,1,1-trifluoropropan-2-ol). Reaction SMILES: [CH2:1]([NH2:8])[C:2]1[CH:7]=[CH:6][CH:5]=[CH:4][CH:3]=1.[F:9][C:10]([F:15])([F:14])[CH:11]1[CH2:13][O:12]1>>[CH2:1]([NH:8][CH2:13][CH:11]([OH:12])[C:10]([F:15])([F:14])[F:9])[C:2]1[CH:7]=[CH:6][CH:5]=[CH:4][CH:3]=1. Reported procedure: Starting material: benzylamine and 2-(trifluoromethyl)oxirane